Dataset: the Open Reaction Database (ORD), a public repository of structured organic reaction records. Task: describe an organic reaction: reactants, conditions, products, and yield Reactants: CC=1CC2=CC=CC(=C2C1)C(C)C (2-Methyl-4-isopropylindene), C[Si](Cl)(Cl)C (dimethyldichlorosilane). Product: C1C=CC2=CC=CC=C12 (indene), product b5. The yield is 16.7%. RXN SMILES: C[C:2]1[CH2:3][C:4]2[C:9]([CH:10]=1)=[C:8](C(C)C)[CH:7]=[CH:6][CH:5]=2.C[Si](C)(Cl)Cl>>[CH2:10]1[C:9]2[C:4](=[CH:5][CH:6]=[CH:7][CH:8]=2)[CH:3]=[CH:2]1. Procedure: 3.9 g (22.7 mmol) of indene b4 were reacted with dimethyldichlorosilane and the mixture was worked up, analogously to instructions I.4. Column chromatography gave, in addition to 0.44 g of unused indene, 3.0 g of product b5 as a yellow oil (isomers). The yield as 65% with respect to Si and 73% with respect to the starting material reacted. Run at time 16 hour. As a reaction SMILES: [CH2:1]([CH:8]1[CH2:13][CH2:12][N:11]([CH2:14][CH2:15][CH2:16][NH:17][C:18]([NH:20][C:21]2[CH:26]=[CH:25][CH:24]=[C:23]([C:27]#[N:28])[CH:22]=2)=[O:19])[CH2:10][CH2:9]1)[C:2]1[CH:7]=[CH:6][CH:5]=[CH:4][CH:3]=1.[Br:29][CH2:30][C:31]([O:33][CH3:34])=[O:32]>CC(C)=O>[Br-:29].[CH2:1]([CH:8]1[CH2:9][CH2:10][N+:11]([CH2:30][C:31]([O:33][CH3:34])=[O:32])([CH2:14][CH2:15][CH2:16][NH:17][C:18]([NH:20][C:21]2[CH:26]=[CH:25][CH:24]=[C:23]([C:27]#[N:28])[CH:22]=2)=[O:19])[CH2:12][CH2:13]1)[C:2]1[CH:7]=[CH:6][CH:5]=[CH:4][CH:3]=1 |f:3.4|. Solvent: CC(=O)C (acetone). The product is [Br-].C(C1=CC=CC=C1)C1CC[N+](CC1)(CCCNC(=O)NC1=CC(=CC=C1)C#N)CC(=O)OC (4-Benzyl-1-carbomethoxymethyl-1-[3-(3-cyanophenylaminocarbonylamino)prop-1-yl]piperidinium Bromide). Isolated yield 71.0%. Reported procedure: 4-benzyl-1-[3-(3-cyanophenylaminocarbonylamino)prop-1-yl]piperidine (50 mg, 0.133 mmol, 1 eq), was dissoved in acetone at 25° C. under N2 then methyl bromoacetate (13 μL, 0.133 mmol, 1 eq),was added. After 16 hours, the solvent was removed in vacuo and the residue was purified over silica gel in 100% EtOAc to 8:2 chloroform/MeOH to yield 50 mg of white solids as product. NMR (300MHz, CD3OD) δ 8.00-7.80 (m, 1H); 7.65-7.45 (m, 1H); 7.45-7.33 (m, 1H); 7.33-7.05 (m, 6H); 4.50-4.25 (m, 2H); 4.00-3.60... Reactants: C(C1=CC=CC=C1)C1CCN(CC1)CCCNC(=O)NC1=CC(=CC=C1)C#N (4-benzyl-1-[3-(3-cyanophenylaminocarbonylamino)prop-1-yl]piperidine), BrCC(=O)OC (methyl bromoacetate). Reactants: C(C(C)O)O (propylene glycol), C1(\C=C/C(=O)O1)=O (maleic anhydride), C1(CCC(=O)O1)=O (succinic anhydride), polyoxypropylene triol, C1(\C=C/C(=O)O1)=O (maleic anhydride), C(C(C)O)O (Propylene glycol). The reagents and catalysts are [OH-].[K+] (KOH), [OH-].[K+] (KOH), C1(=CC=C(C=C1)S(=O)(=O)O)C (p-toluenesulfonic acid). Reaction conditions: temperature 75 celsius. Product: C(\C=C/C(=O)O)(=O)O.C(\C=C/C(=O)O)(=O)O.C(C(C)O)O.C(CCC(=O)[O-])(=O)[O-] (Propylene Glycol Bis-maleate succinate). Yield: 638.9%. As a reaction SMILES: [C:1]1(=[O:7])[O:6][C:4](=[O:5])[CH:3]=[CH:2]1.[C:8]1(=[O:14])[O:13][C:11](=[O:12])[CH2:10][CH2:9]1.[CH2:15]([OH:19])[CH:16]([OH:18])[CH3:17]>C1(C)C=CC(S(O)(=O)=O)=CC=1.[OH-].[K+]>[C:1]([OH:6])(=[O:7])/[CH:2]=[CH:3]\[C:4]([OH:12])=[O:5].[C:8]([OH:13])(=[O:14])/[CH:9]=[CH:10]\[C:11]([OH:18])=[O:12].[CH2:15]([OH:19])[CH:16]([OH:18])[CH3:17].[C:1]([O-:6])(=[O:7])[CH2:2][CH2:3][C:4]([O-:12])=[O:5] |f:4.5,6.7.8.9|. Reported procedure: A three-liter reactor equipped as in Example 2 is charged with maleic anhydride (690 g) and succinic anhydride (230 g). The mixture is heated to 75° C. to melt the maleic anhydride, and propylene glycol (353 g) is added. The exothermic reaction is maintained at or below 130° C. for two hours. A 3000 mol. wt. polyoxypropylene triol (1027 g) and p-toluenesulfonic acid (2.3 g) are added. The mixture is heated at 190° C. until the acid number falls to 112 mg KOH/g. Propylene glycol (146 g) is added,... Reactants: Clc1ncccn1, Cl, [H-], NC1CCC(O)CC1, [Na+], C1CCOC1, O. Product: NC1CCC(Oc2ncccn2)CC1. As a reaction SMILES: [Cl:17][c:18]1[n:19][cH:20][cH:21][cH:22][n:23]1.[ClH:8].[H-:1].[NH2:9][CH:10]1[CH2:11][CH2:12][CH:13]([OH:16])[CH2:14][CH2:15]1.[Na+:2].[O:3]1[CH2:4][CH2:5][CH2:6][CH2:7]1.[OH2:24]>>[NH2:9][CH:10]1[CH2:11][CH2:12][CH:13]([O:16][c:18]2[n:19][cH:20][cH:21][cH:22][n:23]2)[CH2:14][CH2:15]1. The reactants are C(C)(C)(C)OC(=O)NC1(C(C1)\C=C\C=1C([C@@H]2CC[C@]3([C@@]4(CC[C@@]5([C@@H]([C@H]4CC[C@@H]3[C@]2(CC1)C)[C@@H](CC5)C(=C)C)NCCN5CCS(CC5)(=O)=O)C)C)(C)C)C(=O)OCC (ethyl 1-((tert-butoxycarbonyl)amino)-2-((E)-2-((1R,3aS,5aR,5bR,7aR,11aS,11bR,13aR,13bR)-3a-((2-(1,1-dioxidothiomorpholino)ethyl)amino)-5a,5b,8,8,11a-pentamethyl-1-(prop-1-en-2-yl)-2,3,3a,4,5,5a,5b,6,7,7a,8,11,11a,11b,12,13,13a,13b-octadecahydro-1H-cyclopenta[a]chrysen-9-yl)vinyl)cyclopropanecarboxylate), [OH-].[Na+] (NaOH). Run in O1CCOCC1 (dioxane), CO (MeOH). Run at temperature 25 celsius, time 2 hour. Product: C(C)(C)(C)OC(=O)NC1(C(C1)\C=C\C=1C([C@@H]2CC[C@]3([C@@]4(CC[C@@]5([C@@H]([C@H]4CC[C@@H]3[C@]2(CC1)C)[C@@H](CC5)C(=C)C)NCCN5CCS(CC5)(=O)=O)C)C)(C)C)C(=O)O (1-((tert-butoxycarbonyl)amino)-2-((E)-2-((1R,3aS,5aR,5bR,7aR,11aS,11bR,13aR,13bR)-3a-((2-(1,1-dioxidothiomorpholino)ethyl)amino)-5a,5b,8,8,11a-pentamethyl-1-(prop-1-en-2-yl)-2,3,3a,4,5,5a,5b,6,7,7a,8,11,11a,11b,12,13,13a,13b-octadecahydro-1H-cyclopenta[a]chrysen-9-yl)vinyl)cyclopropanecarboxylic acid). The yield is 8.4%. As a reaction SMILES: [C:1]([O:5][C:6]([NH:8][C:9]1([C:54]([O:56]CC)=[O:55])[CH2:11][CH:10]1/[CH:12]=[CH:13]/[C:14]1[C:15]([CH3:53])([CH3:52])[C@H:16]2[C@:29]([CH3:32])([CH2:30][CH:31]=1)[C@@H:28]1[C@:19]([CH3:51])([C@@:20]3([CH3:50])[C@H:25]([CH2:26][CH2:27]1)[C@H:24]1[C@H:33]([C:36]([CH3:38])=[CH2:37])[CH2:34][CH2:35][C@:23]1([NH:39][CH2:40][CH2:41][N:42]1[CH2:47][CH2:46][S:45](=[O:49])(=[O:48])[CH2:44][CH2:43]1)[CH2:22][CH2:21]3)[CH2:18][CH2:17]2)=[O:7])([CH3:4])([CH3:3])[CH3:2].[OH-].[Na+]>O1CCOCC1.CO>[C:1]([O:5][C:6]([NH:8][C:9]1([C:54]([OH:56])=[O:55])[CH2:11][CH:10]1/[CH:12]=[CH:13]/[C:14]1[C:15]([CH3:53])([CH3:52])[C@H:16]2[C@:29]([CH3:32])([CH2:30][CH:31]=1)[C@@H:28]1[C@:19]([CH3:51])([C@@:20]3([CH3:50])[C@H:25]([CH2:26][CH2:27]1)[C@H:24]1[C@H:33]([C:36]([CH3:38])=[CH2:37])[CH2:34][CH2:35][C@:23]1([NH:39][CH2:40][CH2:41][N:42]1[CH2:47][CH2:46][S:45](=[O:49])(=[O:48])[CH2:44][CH2:43]1)[CH2:22][CH2:21]3)[CH2:18][CH2:17]2)=[O:7])([CH3:2])([CH3:3])[CH3:4] |f:1.2|. Procedure: To a solution of ethyl 1-((tert-butoxycarbonyl)amino)-2-((E)-2-((1R,3aS,5aR,5bR,7aR,11aS,11bR,13aR,13bR)-3a-((2-(1,1-dioxidothiomorpholino)ethyl)amino)-5a,5b,8,8,11a-pentamethyl-1-(prop-1-en-2-yl)-2,3,3a,4,5,5a,5b,6,7,7a,8,11,11a,11b,12,13,13a,13b-octadecahydro-1H-cyclopenta[a]chrysen-9-yl)vinyl)cyclopropanecarboxylate (12 mg, 0.015 mmol) in dioxane (2 mL) and MeOH (1 mL) was added 1N NaOH (1 mL, 1 mmol). The mixture was stirred at 25° C. for 2 h. The crude product was purified by prep HPLC (met... Reactants: O=C([O-])O, CCCCCCC(C)(C)c1ccc(C2CC(=O)CC(=O)C2C(=O)OC)c(OCc2ccccc2)c1, Cl, [Na+], [Na+], C1COCCO1, [OH-]. Product: CCCCCCC(C)(C)c1ccc(C2CC(=O)CC(=O)C2)c(OCc2ccccc2)c1. As a reaction SMILES: [C:39](=[O:40])([OH:41])[O-:42].[CH2:1]([c:2]1[cH:3][cH:4][cH:5][cH:6][cH:7]1)[O:8][c:9]1[c:10]([CH:24]2[CH:25]([C:32]([O:33][CH3:34])=[O:35])[C:26](=[O:31])[CH2:27][C:28](=[O:30])[CH2:29]2)[cH:11][cH:12][c:13]([C:15]([CH2:16][CH2:17][CH2:18][CH2:19][CH2:20][CH3:21])([CH3:22])[CH3:23])[cH:14]1.[ClH:38].[Na+:37].[Na+:43].[O:44]1[CH2:45][CH2:46][O:47][CH2:48][CH2:49]1.[OH-:36]>>[CH2:1]([c:2]1[cH:3][cH:4][cH:5][cH:6][cH:7]1)[O:8][c:9]1[c:10]([CH:24]2[CH2:25][C:26](=[O:31])[CH2:27][C:28](=[O:30])[CH2:29]2)[cH:11][cH:12][c:13]([C:15]([CH2:16][CH2:17][CH2:18][CH2:19][CH2:20][CH3:21])([CH3:22])[CH3:23])[cH:14]1.